Dataset: the Open Reaction Database (ORD), a public repository of structured organic reaction records. Task: describe an organic reaction: reactants, conditions, products, and yield The reactants are FC1=CC=C(CC2NCCC3=CC(=C(C=C23)OC)OC)C=C1 (1-(4-fluorobenzyl)-6,7-dimethoxy-1,2,3,4-tetrahydro-isoquinoline), C(C)(C)(C)OC(NCCBr)=O ((2-bromo-ethyl)-carbamic acid tert-butyl ester), CCN(C(C)C)C(C)C (DIPEA). The solvent is C1CCOC1 (THF). Run at temperature 70 celsius, time 5 day. Yields the product C(C)(C)(C)OC(NCCN1C(C2=CC(=C(C=C2CC1)OC)OC)CC1=CC=C(C=C1)F)=O ({2-[1-(4-Fluoro-benzyl)-6,7-dimethoxy-3,4-dihydro-1H-isoquinolin-2-yl]-ethyl}-carbamic Acid Tert-butyl Ester). Reaction SMILES: [F:1][C:2]1[CH:22]=[CH:21][C:5]([CH2:6][CH:7]2[C:16]3[C:11](=[CH:12][C:13]([O:19][CH3:20])=[C:14]([O:17][CH3:18])[CH:15]=3)[CH2:10][CH2:9][NH:8]2)=[CH:4][CH:3]=1.[C:23]([O:27][C:28](=[O:33])[NH:29][CH2:30][CH2:31]Br)([CH3:26])([CH3:25])[CH3:24].CCN(C(C)C)C(C)C>C1COCC1>[C:23]([O:27][C:28](=[O:33])[NH:29][CH2:30][CH2:31][N:8]1[CH2:9][CH2:10][C:11]2[C:16](=[CH:15][C:14]([O:17][CH3:18])=[C:13]([O:19][CH3:20])[CH:12]=2)[CH:7]1[CH2:6][C:5]1[CH:4]=[CH:3][C:2]([F:1])=[CH:22][CH:21]=1)([CH3:26])([CH3:25])[CH3:24]. Procedure: To a solution of 1-(4-fluorobenzyl)-6,7-dimethoxy-1,2,3,4-tetrahydro-isoquinoline (example A31, 1.05 g, 3.5 mmol) in THF (40 mL) is added (2-bromo-ethyl)-carbamic acid tert-butyl ester (example B1, 0.94 g, 4.2 mmol) and DIPEA. The reaction mixture is stirred at 70° C. in a sealed flask for 5 days. After cooling to rt, the reaction mixture is evaporated to dryness, and the residue is purified by preparative HPLC to provide the title compound. Starting materials: O=C(O)c1ccc(OCc2ccccc2)cc1, C1CCOC1, CN(C)C=O, O=C(Cl)C(=O)Cl, N. The product is NC(=O)c1ccc(OCc2ccccc2)cc1. Reaction SMILES: [CH2:1]([c:2]1[cH:3][cH:4][cH:5][cH:6][cH:7]1)[O:8][c:9]1[cH:10][cH:11][c:12]([C:13](=[O:14])[OH:15])[cH:16][cH:17]1.[CH2:25]1[O:26][CH2:27][CH2:28][CH2:29]1.[CH3:30][N:31]([CH3:32])[CH:33]=[O:34].[Cl:18][C:19]([C:20]([Cl:21])=[O:22])=[O:23].[NH3:24]>>[CH2:1]([c:2]1[cH:3][cH:4][cH:5][cH:6][cH:7]1)[O:8][c:9]1[cH:10][cH:11][c:12]([C:13](=[O:14])[NH2:24])[cH:16][cH:17]1. Reactants: C(C)O (ethanol), ClC1=CC=C(C=2C(C3=CC=CC=C3C(C12)=O)=O)O (1-Chloro-4-hydroxyanthraquinone), [N+](=O)([O-])C1=CC=CC=C1 (nitrobenzene), NC1=CC=CC=C1 (aniline), C(C)(=O)[O-].[Na+] (sodium acetate). Reagents/catalysts: C(C)(=O)[O-].[Cu+2].C(C)(=O)[O-] (copper acetate). Reaction conditions: temperature 80 celsius. Yields the product CC(CCCC1=CC=C(NC2=CC=C(C=3C(C4=CC=CC=C4C(C23)=O)=O)O)C=C1)CC ((+)-1-[p-(4-methylhexyl)anilino]-4-hydroxyanthraquinone). As a reaction SMILES: Cl[C:2]1[C:15]2[C:14](=[O:16])[C:13]3[C:8](=[CH:9][CH:10]=[CH:11][CH:12]=3)[C:7](=[O:17])[C:6]=2[C:5]([OH:18])=[CH:4][CH:3]=1.[NH2:19][C:20]1[CH:25]=[CH:24][CH:23]=[CH:22][CH:21]=1.[C:26]([O-])(=O)[CH3:27].[Na+].C(O)C.[N+]([C:37]1[CH:42]=[CH:41]C=[CH:39][CH:38]=1)([O-])=O>C([O-])(=O)C.[Cu+2].C([O-])(=O)C>[CH3:39][CH:38]([CH2:26][CH3:27])[CH2:37][CH2:42][CH2:41][C:23]1[CH:24]=[CH:25][C:20]([NH:19][C:2]2[C:15]3[C:14](=[O:16])[C:13]4[C:8](=[CH:9][CH:10]=[CH:11][CH:12]=4)[C:7](=[O:17])[C:6]=3[C:5]([OH:18])=[CH:4][CH:3]=2)=[CH:21][CH:22]=1 |f:2.3,6.7.8|. Procedure details: 1-Chloro-4-hydroxyanthraquinone (27.8 gm) is dissolved in 200 ml nitrobenzene in a boiling flask fitted with a stirrer and reflux condensor. After heating to 80° C., 18.1 gm (+)-4-methylhexyl)aniline, prepared according to Example 17, is added followed by the addition of 0.1 gm copper acetate and 20 gm sodium acetate. The mixture is stirred and heated to 150° C. for 4 hours. The mixture is then cooled to 80° C. and 500 ml ethanol is added. When cooled to room temperature the crude dye is separat... The reactants are CCOC(=O)Cc1nc2cc(F)c(N3CCN(C(=O)OC(C)(C)C)CC3)cc2n1C1CC1, CCO, [Cl-], [NH4+], [NH4+], [OH-]. The product is CC(C)(C)OC(=O)N1CCN(c2cc3c(cc2F)nc(CC(N)=O)n3C2CC2)CC1. As a reaction SMILES: [C:1]([CH3:2])([CH3:3])([CH3:4])[O:5][C:6](=[O:7])[N:8]1[CH2:9][CH2:10][N:11]([c:14]2[c:15]([F:32])[cH:16][c:17]3[c:18]([n:19]([CH:28]4[CH2:29][CH2:30]4)[c:20]([CH2:22][C:23]([O:25][CH2:24][CH3:26])=[O:27])[n:21]3)[cH:31]2)[CH2:12][CH2:13]1.[CH3:37][CH2:38][OH:39].[Cl-:33].[NH4+:34].[NH4+:35].[OH-:36]>>[C:1]([CH3:2])([CH3:3])([CH3:4])[O:5][C:6](=[O:7])[N:8]1[CH2:9][CH2:10][N:11]([c:14]2[c:15]([F:32])[cH:16][c:17]3[c:18]([n:19]([CH:28]4[CH2:29][CH2:30]4)[c:20]([CH2:22][C:23](=[O:25])[NH2:34])[n:21]3)[cH:31]2)[CH2:12][CH2:13]1. Product: O=C1C=C(c2ccc(C(F)(F)F)cc2)C(=O)N1. RXN SMILES: [CH3:25][C:26](=[O:27])[O-:28].[CH3:30][C:31](=[O:32])[CH3:33].[Cl:34][Cu:35][Cl:36].[ClH:1].[F:2][C:3]([c:4]1[cH:5][cH:6][c:7]([NH2:8])[cH:9][cH:10]1)([F:11])[F:12].[N:13]([O-:14])=[O:15].[Na+:16].[Na+:24].[O:17]=[C:18]1[NH:19][C:20](=[O:21])[CH:22]=[CH:23]1.[OH2:29]>>[F:2][C:3]([c:4]1[cH:5][cH:6][c:7]([C:23]2=[CH:22][C:20](=[O:21])[NH:19][C:18]2=[O:17])[cH:9][cH:10]1)([F:11])[F:12]. The reactants are CC(=O)[O-], CC(C)=O, Cl[Cu]Cl, Cl, Nc1ccc(C(F)(F)F)cc1, O=N[O-], [Na+], [Na+], O=C1C=CC(=O)N1, O. Reactants: C(#N)C1CC2CCC(C1)N2C (3-Cyano-8-methyl-8-azabicyclo[3.2.1]octane), [O-]CC.[K+] (potassium ethoxide), CN1C2CCC1CC(=O)C2 (tropinone), S(=O)(=O)(C1=CC=C(C)C=C1)C[N+]#[C-] (tosylmethyl isocyanide), CN1C2CCC1CC(C2)O (tropine), S(=O)(Cl)Cl (thionyl chloride), C(#N)C1CC2CCC(C1)N2C (3-Cyano-8-methyl-8-azabicyclo[3.2.1]octane). The product is ClC1CC2CCC(C1)N2C (3-chloro-8-methyl-8-azabicyclo[3.2.1]octane). RXN SMILES: C([CH:3]1[CH2:9][CH:8]2[N:10]([CH3:11])[CH:5]([CH2:6][CH2:7]2)[CH2:4]1)#N.CN1C2CC(CC1CC2)=O.S(C[N+]#[C-])(C1C=CC(C)=CC=1)(=O)=O.[O-]CC.[K+].CN1C2CC(O)CC1CC2.S(Cl)([Cl:51])=O>>[Cl:51][CH:3]1[CH2:9][CH:8]2[N:10]([CH3:11])[CH:5]([CH2:6][CH2:7]2)[CH2:4]1 |f:3.4|. Reported procedure: 3-Cyano-8-methyl-8-azabicyclo[3.2.1]octane (IV) can be prepared by treating tropinone (V) with tosylmethyl isocyanide in the presence of a suitable base, such as potassium ethoxide. Alternatively, 3-cyano-8-methyl-8-azabicyclo[3.2.1]octane (IV) can be prepared by treating tropine (X) with thionyl chloride to give 3-chloro-8-methyl-8-azabicyclo[3.2.1]octane (XII) and reacting (XII) with cyanide as described in J. Am. Chem. Soc., (1958) 80, 4677.